From a dataset of the Open Reaction Database (ORD), a public repository of structured organic reaction records. describe an organic reaction: reactants, conditions, products, and yield Yields the product C(OCC=1N=C2N(C=CC=C2NCC2=C(C=CC=C2C)C)C1C)(OCC)=O ([8-(2,6-Dimethylbenzylamino)-3-meihylimidazo[1,2-a]pyridin-2-yl]methyl Ethyl Carbonate). Procedure details: 8-(2,6-dimethylbenzylamino)-2-hydroxymethyl-3-methylimidazo[1,2-a]pyridine (0.4 g, 1.3 mmol) and ethyl chloroformate (0.13 ml, 1.3 mmol) were solved in methylene chloride (20 ml) and were refluxed for 3 h. An additional amount of ethyl chloroformate (0.13 ml, 1.3 mmol) was added and the reaction mixture was refuxed 20 h. A sodium bicarbonate solution was added, the organic layer was separated dried (Na2SO4) and evaporated under reduced pressure. Purification of the residue by column chromatograp... Run in C(Cl)Cl (methylene chloride). Reaction SMILES: [CH3:1][C:2]1[CH:21]=[CH:20][CH:19]=[C:18]([CH3:22])[C:3]=1[CH2:4][NH:5][C:6]1[C:7]2[N:8]([C:12]([CH3:17])=[C:13]([CH2:15][OH:16])[N:14]=2)[CH:9]=[CH:10][CH:11]=1.Cl[C:24]([O:26][CH2:27][CH3:28])=[O:25].C(=O)(O)[O-].[Na+]>C(Cl)Cl>[C:24](=[O:25])([O:26][CH2:27][CH3:28])[O:16][CH2:15][C:13]1[N:14]=[C:7]2[C:6]([NH:5][CH2:4][C:3]3[C:18]([CH3:22])=[CH:19][CH:20]=[CH:21][C:2]=3[CH3:1])=[CH:11][CH:10]=[CH:9][N:8]2[C:12]=1[CH3:17] |f:2.3|. Reactants: CC1=C(CNC=2C=3N(C=CC2)C(=C(N3)CO)C)C(=CC=C1)C (8-(2,6-dimethylbenzylamino)-2-hydroxymethyl-3-methylimidazo[1,2-a]pyridine), C([O-])(O)=O.[Na+] (sodium bicarbonate), ClC(=O)OCC (ethyl chloroformate), ClC(=O)OCC (ethyl chloroformate). Reaction conditions: time 20 hour. The yield is 23.0%. Starting materials: FC=1C=C2C(=C(C(NC2=NC1)=O)C#N)N1CCN(CC1)C(=O)C=1OC=CC1 (6-Fluoro-2-oxo-4-[4-(furan-2-carbonyl)-piperazine-1-yl]-1,2-dihydro-[1,8]-naphthyridine-3-carbonitrile), BrCC(=O)C1=CC=CC=C1 (2-bromoacetophenone). Yields the product FC=1C=C2C(=C(C(N(C2=NC1)CC(C1=CC=CC=C1)=O)=O)C#N)N1CCN(CC1)C(=O)C=1OC=CC1 (6-Fluoro-4-[4-(furan-2-carbonyl)-piperazin-1-yl]-2-oxo-1-(2-oxo-2-phenyl-ethyl)-1,2-dihydro-[1,8]-naphthyridine-3-carbonitrile). As a reaction SMILES: [F:1][C:2]1[CH:3]=[C:4]2[C:9](=[N:10][CH:11]=1)[NH:8][C:7](=[O:12])[C:6]([C:13]#[N:14])=[C:5]2[N:15]1[CH2:20][CH2:19][N:18]([C:21]([C:23]2[O:24][CH:25]=[CH:26][CH:27]=2)=[O:22])[CH2:17][CH2:16]1.Br[CH2:29][C:30]([C:32]1[CH:37]=[CH:36][CH:35]=[CH:34][CH:33]=1)=[O:31]>>[F:1][C:2]1[CH:3]=[C:4]2[C:9](=[N:10][CH:11]=1)[N:8]([CH2:29][C:30](=[O:31])[C:32]1[CH:37]=[CH:36][CH:35]=[CH:34][CH:33]=1)[C:7](=[O:12])[C:6]([C:13]#[N:14])=[C:5]2[N:15]1[CH2:20][CH2:19][N:18]([C:21]([C:23]2[O:24][CH:25]=[CH:26][CH:27]=2)=[O:22])[CH2:17][CH2:16]1. Procedure details: This compound was prepared from 6-fluoro-2-oxo-4-[4-(furan-2-carbonyl)-piperazine-1-yl]-1,2-dihydro-[1,8]-naphthyridine-3-carbonitrile (99) and 2-bromoacetophenone according to General Procedure B. Yield 242 mg (31%), MP 293° C.; 1H-NMR (DMSO-d6): δ 3.79 (m, 4H), 3.98 (m, 4H), 5.87 (s, 2H), 6.67 (dd, J=1.6, 3.2 Hz, 1H), 7.10 (d, J=3.6 Hz, 1H) 7.59 (m, 2H), 7.73 (m, 1H), 7.90 (d, J=1.6 Hz, 1H), 8.12 (m, 2H), 8.21 (dd, J=2.8, 9.2 Hz, 1H), 8.70 (d, J=2.8 Hz, 1H); EIMS: 486 (M+1). Anal. (C26H20FN5O4... The reactants are Cl (hydrochloric acid), [BH4-].[Na+] (Sodium tetrahydridoborate), C(C)(=O)C1=CC=C(C=C1)C1=NC=CC=C1S(=O)(=O)NC1=NC=C(N=C1OC)C (2-(4-acetylphenyl)-N-(3-methoxy-5-methylpyrazin-2-yl)pyridine-3-sulphonamide), O (water). Solvent: C(C)O (ethanol). Conditions: time 45 minute. Product: OC(C)C1=CC=C(C=C1)C1=NC=CC=C1S(=O)(=O)NC1=NC=C(N=C1OC)C (2-[4-(1-hydroxyethyl)phenyl]-N-(3-methoxy-5-methylpyrazin-2-yl)pyridine-3-sulphonamide). Yield: 70.8%. Reaction SMILES: [BH4-].[Na+].[C:3]([C:6]1[CH:11]=[CH:10][C:9]([C:12]2[C:17]([S:18]([NH:21][C:22]3[C:27]([O:28][CH3:29])=[N:26][C:25]([CH3:30])=[CH:24][N:23]=3)(=[O:20])=[O:19])=[CH:16][CH:15]=[CH:14][N:13]=2)=[CH:8][CH:7]=1)(=[O:5])[CH3:4].O.Cl>C(O)C>[OH:5][CH:3]([C:6]1[CH:11]=[CH:10][C:9]([C:12]2[C:17]([S:18]([NH:21][C:22]3[C:27]([O:28][CH3:29])=[N:26][C:25]([CH3:30])=[CH:24][N:23]=3)(=[O:20])=[O:19])=[CH:16][CH:15]=[CH:14][N:13]=2)=[CH:8][CH:7]=1)[CH3:4] |f:0.1|. Reported procedure: Sodium tetrahydridoborate (0.051 g) was added portionwise over 5 minutes to a solution of 2-(4-acetylphenyl)-N-(3-methoxy-5-methylpyrazin-2-yl)pyridine-3-sulphonamide (0.135 g) in ethanol (5 ml). The mixture was stirred for 45 minutes at ambient temperature and was then poured into water (20 ml) and acidified to pH 3 with 2M hydrochloric acid. The mixture was extracted with ethyl acetate (3×20 ml). The extracts were combined, washed with water and saturated sodium chloride solution and dried (Mg... Starting materials: FC1=CC=C(C=C1)C1=CC=C(C=C1)C(CCC(=O)OC)=O (4-(4′-fluoro-biphenyl-4-yl)-4-oxo-butyric acid, methyl ester). Run in Cl (hydrochloric acid). Product: FC1=CC=C(C=C1)C1=CC=C(C=C1)C(CCC(=O)O)=O (4-(4′-fluoro-biphenyl-4-yl)-4-oxo-butyric acid). Yield: 99.1%. Reaction SMILES: [F:1][C:2]1[CH:7]=[CH:6][C:5]([C:8]2[CH:13]=[CH:12][C:11]([C:14](=[O:21])[CH2:15][CH2:16][C:17]([O:19]C)=[O:18])=[CH:10][CH:9]=2)=[CH:4][CH:3]=1>Cl>[F:1][C:2]1[CH:3]=[CH:4][C:5]([C:8]2[CH:13]=[CH:12][C:11]([C:14](=[O:21])[CH2:15][CH2:16][C:17]([OH:19])=[O:18])=[CH:10][CH:9]=2)=[CH:6][CH:7]=1. Procedure details: A suspension of 4-(4′-fluoro-biphenyl-4-yl)-4-oxo-butyric acid, methyl ester (6.08 g, 0.0212 mol) in 6 M hydrochloric acid was refluxed for 22 hours and cooled to room temperature. The solids were filtered and washed with 0.1 M hydrochloric acid. The filter cake was dried under house vacuum (air bleed) to give 5.72 g of 4-(4′-fluoro-biphenyl-4-yl)-4-oxo-butyric acid as a peach colored solid; mp 173.5-175.5° C. Starting materials: [Cl-].[NH4+] (ammonium chloride), C(=O)OC (methyl formate), [Al] (aluminum), solution, [H-].C(C(C)C)[Al+]CC(C)C (diisobutylaluminum hydride), COC=1C=C(C=CC1)CCCCCCC(=O)OC (Methyl 7-(3-methoxyphenyl)heptanoate). Solvent: ClCCl (dichloromethane). Conditions: temperature -78 celsius, time 45 minute. Yields the product COC=1C=C(C=CC1)CCCCCCC=O (7-(3-Methoxyphenyl)heptanal), oil. Isolated yield 80.0%. Reaction SMILES: [CH3:1][O:2][C:3]1[CH:4]=[C:5]([CH2:9][CH2:10][CH2:11][CH2:12][CH2:13][CH2:14][C:15](OC)=[O:16])[CH:6]=[CH:7][CH:8]=1.[H-].C([Al+]CC(C)C)C(C)C.C(OC)=O.[Cl-].[NH4+].[Al]>ClCCl>[CH3:1][O:2][C:3]1[CH:4]=[C:5]([CH2:9][CH2:10][CH2:11][CH2:12][CH2:13][CH2:14][CH:15]=[O:16])[CH:6]=[CH:7][CH:8]=1 |f:1.2,4.5|. Procedure details: Methyl 7-(3-methoxyphenyl)heptanoate (0.259 g, 1.04 mmol) was dissolved in dry dichloromethane (10 mL) under an atmosphere of argon and cooled to −78° C. A 1 M solution of diisobutylaluminum hydride (in hexanes) (1.19 mL, 1.19 mmol) was added and the reaction was allowed to proceed over 45 minutes. The reaction was quenched with methyl formate (0.0710 g, 1.04 mmol). The quenched reaction solution was allowed to warm to 0° C. and saturated ammonium chloride was added (2.8 mL) at which point alumi... Starting materials: CCCCP(CCCC)CCCC, Cc1ccccc1, Cn1c(CO)nc2ccc(Cl)nc21, O=C(N=NC(=O)N1CCCCC1)N1CCCCC1, O=C1SC(Cc2ccc(O)cc2)C(=O)N1C(c1ccccc1)(c1ccccc1)c1ccccc1. The product is Cn1c(COc2ccc(CC3SC(=O)N(C(c4ccccc4)(c4ccccc4)c4ccccc4)C3=O)cc2)nc2ccc(Cl)nc21. As a reaction SMILES: [CH2:48]([P:49]([CH2:50][CH2:51][CH2:52][CH3:53])[CH2:54][CH2:55][CH2:56][CH3:57])[CH2:58][CH2:59][CH3:60].[CH3:79][c:80]1[cH:81][cH:82][cH:83][cH:84][cH:85]1.[Cl:1][c:2]1[cH:3][cH:4][c:5]2[c:6]([n:7]1)[n:8]([CH3:13])[c:9]([CH2:11][OH:12])[n:10]2.[N:61]([C:62]([N:63]1[CH2:64][CH2:65][CH2:66][CH2:67][CH2:68]1)=[O:69])=[N:70][C:71]([N:72]1[CH2:73][CH2:74][CH2:75][CH2:76][CH2:77]1)=[O:78].[OH:14][c:15]1[cH:16][cH:17][c:18]([CH2:19][CH:20]2[C:21](=[O:45])[N:22]([C:26]([c:27]3[cH:28][cH:29][cH:30][cH:31][cH:32]3)([c:33]3[cH:34][cH:35][cH:36][cH:37][cH:38]3)[c:39]3[cH:40][cH:41][cH:42][cH:43][cH:44]3)[C:23](=[O:25])[S:24]2)[cH:46][cH:47]1>>[Cl:1][c:2]1[cH:3][cH:4][c:5]2[c:6]([n:7]1)[n:8]([CH3:13])[c:9]([CH2:11][O:12][c:15]1[cH:16][cH:17][c:18]([CH2:19][CH:20]3[C:21](=[O:45])[N:22]([C:26]([c:27]4[cH:28][cH:29][cH:30][cH:31][cH:32]4)([c:33]4[cH:34][cH:35][cH:36][cH:37][cH:38]4)[c:39]4[cH:40][cH:41][cH:42][cH:43][cH:44]4)[C:23](=[O:25])[S:24]3)[cH:46][cH:47]1)[n:10]2.